From a dataset of the Open Reaction Database (ORD), a public repository of structured organic reaction records. describe an organic reaction: reactants, conditions, products, and yield RXN SMILES: [Br:1][c:2]1[c:3]([F:23])[cH:4][c:5]2[c:6](=[O:22])[c:7]([C:17](=[O:18])[O:19][CH2:20][CH3:21])[cH:8][n:9]([CH:14]3[CH2:15][CH2:16]3)[c:10]2[c:11]1[CH2:12][OH:13].[CH2:24]([N:25]([S:26]([F:27])([F:28])[F:30])[CH2:29][CH3:31])[CH3:32].[CH2:39]([Cl:40])[Cl:41].[Na+:34].[OH2:33].[OH:35][C:36](=[O:37])[O-:38]>>[Br:1][c:2]1[c:3]([F:23])[cH:4][c:5]2[c:6](=[O:22])[c:7]([C:17](=[O:18])[O:19][CH2:20][CH3:21])[cH:8][n:9]([CH:14]3[CH2:15][CH2:16]3)[c:10]2[c:11]1[CH2:12][F:30]. The reactants are CCOC(=O)c1cn(C2CC2)c2c(CO)c(Br)c(F)cc2c1=O, CCN(CC)S(F)(F)F, ClCCl, [Na+], O, O=C([O-])O. The product is CCOC(=O)c1cn(C2CC2)c2c(CF)c(Br)c(F)cc2c1=O.